From a dataset of the Open Reaction Database (ORD), a public repository of structured organic reaction records. describe an organic reaction: reactants, conditions, products, and yield The reactants are CN(C)c1cccc(Br)c1, OB(O)c1ccc2nonc2c1. Product: CN(C)c1cccc(-c2ccc3nonc3c2)c1. Reaction SMILES: [Br:13][c:14]1[cH:15][c:16]([N:20]([CH3:21])[CH3:22])[cH:17][cH:18][cH:19]1.[n:1]1[c:2]2[c:3]([n:4][o:5]1)[cH:6][c:7]([B:10]([OH:11])[OH:12])[cH:8][cH:9]2>>[n:1]1[c:2]2[c:3]([n:4][o:5]1)[cH:6][c:7](-[c:14]1[cH:15][c:16]([N:20]([CH3:21])[CH3:22])[cH:17][cH:18][cH:19]1)[cH:8][cH:9]2. The reactants are CCc1nc2c(C)cc(C)nc2n1Cc1ccc(NC2CCC(C(=O)N3CCN(C(=O)OC(C)(C)C)CC3)CC2)cc1, CCOC(C)=O, ClC(Cl)Cl, Cl. Yields the product CCc1nc2c(C)cc(C)nc2n1Cc1ccc(NC2CCC(C(=O)N3CCNCC3)CC2)cc1. RXN SMILES: [C:1]([O:2][C:3](=[O:4])[N:8]1[CH2:9][CH2:10][N:11]([C:14](=[O:15])[CH:16]2[CH2:17][CH2:18][CH:19]([NH:22][c:23]3[cH:24][cH:25][c:26]([CH2:29][n:30]4[c:31]([CH2:41][CH3:42])[n:32][c:33]5[c:34]4[n:35][c:36]([CH3:40])[cH:37][c:38]5[CH3:39])[cH:27][cH:28]3)[CH2:20][CH2:21]2)[CH2:12][CH2:13]1)([CH3:5])([CH3:6])[CH3:7].[C:43]([O:44][CH2:45][CH3:46])(=[O:47])[CH3:48].[CH:50]([Cl:51])([Cl:52])[Cl:53].[ClH:49]>>[NH:8]1[CH2:9][CH2:10][N:11]([C:14](=[O:15])[CH:16]2[CH2:17][CH2:18][CH:19]([NH:22][c:23]3[cH:24][cH:25][c:26]([CH2:29][n:30]4[c:31]([CH2:41][CH3:42])[n:32][c:33]5[c:34]4[n:35][c:36]([CH3:40])[cH:37][c:38]5[CH3:39])[cH:27][cH:28]3)[CH2:20][CH2:21]2)[CH2:12][CH2:13]1. Reactants: CI, [H-], O=C1CSc2cc([N+](=O)[O-])ccc2N1, [Na+], CN(C)C=O, O. RXN SMILES: [CH3:17][I:18].[H-:15].[N+:1](=[O:2])([O-:3])[c:4]1[cH:5][c:6]2[c:7]([cH:13][cH:14]1)[NH:8][C:9](=[O:12])[CH2:10][S:11]2.[Na+:16].[O:20]=[CH:21][N:22]([CH3:23])[CH3:24].[OH2:19]>>[N+:1](=[O:2])([O-:3])[c:4]1[cH:5][c:6]2[c:7]([cH:13][cH:14]1)[N:8]([CH3:17])[C:9](=[O:12])[CH2:10][S:11]2. The product is CN1C(=O)CSc2cc([N+](=O)[O-])ccc21. Reactants: O=C1CCC(=O)N1Cl, ClC(Cl)Cl, CCOC(=O)C1(c2ccc(N)c(OCC(F)(F)F)c2)CCC1, O. The product is CCOC(=O)C1(c2cc(Cl)c(N)c(OCC(F)(F)F)c2)CCC1. As a reaction SMILES: [Cl:23][N:24]1[C:25](=[O:26])[CH2:27][CH2:28][C:29]1=[O:30].[Cl:31][CH:32]([Cl:33])[Cl:34].[NH2:1][c:2]1[c:3]([O:17][CH2:18][C:19]([F:20])([F:21])[F:22])[cH:4][c:5]([C:8]2([C:12](=[O:13])[O:14][CH2:15][CH3:16])[CH2:9][CH2:10][CH2:11]2)[cH:6][cH:7]1.[OH2:35]>>[NH2:1][c:2]1[c:3]([O:17][CH2:18][C:19]([F:20])([F:21])[F:22])[cH:4][c:5]([C:8]2([C:12](=[O:13])[O:14][CH2:15][CH3:16])[CH2:9][CH2:10][CH2:11]2)[cH:6][c:7]1[Cl:23]. Product: Nc1nc(=O)n(-c2ccc(-n3cnc(CNC(=O)c4ccc(Cl)s4)c3)cc2)cc1F. As a reaction SMILES: [CH3:49][S:50]([CH3:51])=[O:52].[Cl:1][c:2]1[cH:3][cH:4][c:5]([C:7](=[O:8])[NH:9][CH2:10][c:11]2[n:12][cH:13][n:14](-[c:16]3[cH:17][cH:18][c:19]([I:22])[cH:20][cH:21]3)[cH:15]2)[s:6]1.[Cu:53][I:54].[F:23][c:24]1[c:25]([NH2:31])[n:26][c:27](=[O:30])[nH:28][cH:29]1.[K+:43].[K+:44].[O-:45][C:46]([O-:47])=[O:48].[OH:32][c:33]1[cH:34][cH:35][cH:36][c:37]2[c:38]1[n:39][cH:40][cH:41][cH:42]2>>[Cl:1][c:2]1[cH:3][cH:4][c:5]([C:7](=[O:8])[NH:9][CH2:10][c:11]2[n:12][cH:13][n:14](-[c:16]3[cH:17][cH:18][c:19](-[n:28]4[c:27](=[O:30])[n:26][c:25]([NH2:31])[c:24]([F:23])[cH:29]4)[cH:20][cH:21]3)[cH:15]2)[s:6]1. Starting materials: CS(C)=O, O=C(NCc1cn(-c2ccc(I)cc2)cn1)c1ccc(Cl)s1, [Cu]I, Nc1nc(=O)[nH]cc1F, [K+], [K+], O=C([O-])[O-], Oc1cccc2cccnc12.